describe an organic reaction: reactants, conditions, products, and yield From a dataset of the Open Reaction Database (ORD), a public repository of structured organic reaction records. Starting materials: FC1=CC=C(C=C1)C1=C(N(C2=CC=C(C=C12)O)CCCCCC)C (3-(4-fluoro-phenyl)-1-hexyl-2-methyl-1H-indole-5-ol), C(C)OC(C(C)(C)Br)=O (2-bromo-2-methyl-propanoic acid ethylester). Product: C(C)OC(C(C)(C)OC=1C=C2C(=C(N(C2=CC1)CCCCCC)C)C1=CC=C(C=C1)F)=O (2-[3-(4-Fluoro-phenyl)-1-hexyl-2-methyl-1H-indole-5-yloxy]-2-methyl-propanoic acid ethylester). As a reaction SMILES: [F:1][C:2]1[CH:7]=[CH:6][C:5]([C:8]2[C:16]3[C:11](=[CH:12][CH:13]=[C:14]([OH:17])[CH:15]=3)[N:10]([CH2:18][CH2:19][CH2:20][CH2:21][CH2:22][CH3:23])[C:9]=2[CH3:24])=[CH:4][CH:3]=1.[CH2:25]([O:27][C:28](=[O:33])[C:29](Br)([CH3:31])[CH3:30])[CH3:26]>>[CH2:25]([O:27][C:28](=[O:33])[C:29]([O:17][C:14]1[CH:15]=[C:16]2[C:11](=[CH:12][CH:13]=1)[N:10]([CH2:18][CH2:19][CH2:20][CH2:21][CH2:22][CH3:23])[C:9]([CH3:24])=[C:8]2[C:5]1[CH:6]=[CH:7][C:2]([F:1])=[CH:3][CH:4]=1)([CH3:31])[CH3:30])[CH3:26]. Procedure details: In accordance with a procedure analogous to that of Example 10, the above compound was prepared from 3-(4-fluoro-phenyl)-1-hexyl-2-methyl-1H-indole-5-ol and 2-bromo-2-methyl-propanoic acid ethylester. The reactants are NC1=C(C=C(C(=C1)Cl)[N+](=O)[O-])O (2-amino-4-chloro-5-nitrophenol), C(C)(C)(CC)C1=C(OC(C(=O)Cl)CC)C=CC(=C1)C(C)(C)CC (2-(2,4-di-tert-amylphenoxy)butanoyl chloride), reduced iron, [Cl-].[NH4+] (ammonium chloride), O (water), crystals. Solvent: C(C)#N (acetonitrile), C(C)(C)O (isopropanol). The product is NC=1C(=CC(=C(C1)O)NC(C(CC)OC1=C(C=C(C=C1)C(C)(C)CC)C(C)(C)CC)=O)Cl (5-Amino-4-chloro-2-[2-(2,4-di-tert-amylphenoxy)butanamido]phenol). RXN SMILES: [NH2:1][C:2]1[CH:7]=[C:6]([Cl:8])[C:5]([N+:9]([O-])=O)=[CH:4][C:3]=1[OH:12].[C:13]([C:18]1[CH:30]=[C:29]([C:31]([CH2:34][CH3:35])([CH3:33])[CH3:32])[CH:28]=[CH:27][C:19]=1[O:20][CH:21]([CH2:25][CH3:26])[C:22](Cl)=[O:23])([CH2:16][CH3:17])([CH3:15])[CH3:14].[Cl-].[NH4+].O>C(#N)C.C(O)(C)C>[NH2:9][C:5]1[C:6]([Cl:8])=[CH:7][C:2]([NH:1][C:22](=[O:23])[CH:21]([O:20][C:19]2[CH:27]=[CH:28][C:29]([C:31]([CH2:34][CH3:35])([CH3:33])[CH3:32])=[CH:30][C:18]=2[C:13]([CH2:16][CH3:17])([CH3:15])[CH3:14])[CH2:25][CH3:26])=[C:3]([OH:12])[CH:4]=1 |f:2.3|. Reported procedure: 20 g of 2-amino-4-chloro-5-nitrophenol was dispersed in 150 ml of acetonitrile to which 37.7 g of 2-(2,4-di-tert-amylphenoxy)butanoyl chloride was added dropwise under refluxing. After refluxing for 4 hours, the reaction mixture was cooled to deposit crystals. The crystals were collected by filtration, washed with acetonitrile and dried to yield 49.5 g thereof. 49 g of the crystals were refluxed with stirring for 1 hour together with 28 g of reduced iron powder, 2.7 g of ammonium chloride, 50 ml... Starting materials: CO, CCC(CC(=O)OC)Nc1ccc(C(F)(F)F)cc1, N. Yields the product CCC(CC(N)=O)Nc1ccc(C(F)(F)F)cc1. RXN SMILES: [CH3:21][OH:22].[F:1][C:2]([c:3]1[cH:4][cH:5][c:6]([NH:9][CH:10]([CH2:11][C:12](=[O:13])[O:14][CH3:15])[CH2:16][CH3:17])[cH:7][cH:8]1)([F:18])[F:19].[NH3:20]>>[F:1][C:2]([c:3]1[cH:4][cH:5][c:6]([NH:9][CH:10]([CH2:11][C:12](=[O:13])[NH2:20])[CH2:16][CH3:17])[cH:7][cH:8]1)([F:18])[F:19]. Reactants: Cc1ccc(S(=O)(=O)Sc2cc(C)c(CO)cc2C(C)(C)C)cc1, O=C([O-])[O-], CCOCC, [K+], [K+], CN(C)C=O, CC(C)C1(CCc2ccccn2)CC(O)=CC(=O)O1. Yields the product Cc1cc(SC2=C(O)CC(CCc3ccccn3)(C(C)C)OC2=O)c(C(C)(C)C)cc1CO. As a reaction SMILES: [C:20]([CH3:21])([CH3:22])([CH3:23])[c:24]1[c:25]([S:33][S:34]([c:35]2[cH:36][cH:37][c:38]([CH3:39])[cH:40][cH:41]2)(=[O:42])=[O:43])[cH:26][c:27]([CH3:32])[c:28]([CH2:30][OH:31])[cH:29]1.[C:44](=[O:45])([O-:46])[O-:47].[CH3:50][CH2:51][O:52][CH2:53][CH3:54].[K+:48].[K+:49].[O:55]=[CH:56][N:57]([CH3:58])[CH3:59].[OH:1][C:2]1=[CH:3][C:4](=[O:19])[O:5][C:6]([CH2:8][CH2:9][c:10]2[n:11][cH:12][cH:13][cH:14][cH:15]2)([CH:16]([CH3:17])[CH3:18])[CH2:7]1>>[OH:1][C:2]1=[C:3]([S:33][c:25]2[c:24]([C:20]([CH3:21])([CH3:22])[CH3:23])[cH:29][c:28]([CH2:30][OH:31])[c:27]([CH3:32])[cH:26]2)[C:4](=[O:19])[O:5][C:6]([CH2:8][CH2:9][c:10]2[n:11][cH:12][cH:13][cH:14][cH:15]2)([CH:16]([CH3:17])[CH3:18])[CH2:7]1. Reactants: O=C(NCC(O)CBr)c1ccc(Cl)s1, Nc1ccc(N2CCOCC2=O)cc1, O=C(NCC(O)CO)c1ccc(Cl)s1. Product: O=C(NCC(O)CNc1ccc(N2CCOCC2=O)cc1)c1ccc(Cl)s1. As a reaction SMILES: [Br:15][CH2:16][CH:17]([OH:18])[CH2:19][NH:20][C:21]([c:22]1[s:23][c:24]([Cl:25])[cH:26][cH:27]1)=[O:28].[NH2:29][c:30]1[cH:31][cH:32][c:33]([N:36]2[C:37](=[O:42])[CH2:38][O:39][CH2:40][CH2:41]2)[cH:34][cH:35]1.[OH:1][CH:2]([CH2:3][NH:4][C:5](=[O:6])[c:7]1[s:8][c:9]([Cl:12])[cH:10][cH:11]1)[CH2:13][OH:14]>>[OH:1][CH:2]([CH2:3][NH:4][C:5](=[O:6])[c:7]1[s:8][c:9]([Cl:12])[cH:10][cH:11]1)[CH2:13][NH:29][c:30]1[cH:31][cH:32][c:33]([N:36]2[C:37](=[O:42])[CH2:38][O:39][CH2:40][CH2:41]2)[cH:34][cH:35]1.